From a dataset of the Open Reaction Database (ORD), a public repository of structured organic reaction records. describe an organic reaction: reactants, conditions, products, and yield Reactants: CC[O-], CCO, Oc1nc(Cl)nc2ccc(I)cc12, [Na+]. Yields the product CCOc1nc(O)c2cc(I)ccc2n1. As a reaction SMILES: [CH3:14][CH2:15][O-:16].[CH3:18][CH2:19][OH:20].[Cl:1][c:2]1[n:3][c:4]2[cH:5][cH:6][c:7]([I:13])[cH:8][c:9]2[c:10]([OH:12])[n:11]1.[Na+:17]>>[c:2]1([O:16][CH2:15][CH3:14])[n:3][c:4]2[cH:5][cH:6][c:7]([I:13])[cH:8][c:9]2[c:10]([OH:12])[n:11]1. Starting materials: C1(=CC=CC=C1)N1C(=NC2=C1C=CC=C2)C(C)N (1-(1-Phenyl-1H-benzoimidazol-2-yl)ethylamine), ClC1=C2N=CNC2=NC=N1 (6-chloro-9H-purine), C(CCC)O (n-butanol). Solvent: CO.C(Cl)(Cl)Cl (MeOH CHCl3). Conditions: temperature 120 celsius. Yields the product C1(=CC=CC=C1)N1C(=NC2=C1C=CC=C2)C(C)NC2=C1N=CNC1=NC=N2 (N-(1-(1-phenyl-1H-benzo[d]imidazol-2-yl)ethyl)-9H-purin-6-amine). Isolated yield 60.1%. RXN SMILES: [C:1]1([N:7]2[C:11]3[CH:12]=[CH:13][CH:14]=[CH:15][C:10]=3[N:9]=[C:8]2[CH:16]([NH2:18])[CH3:17])[CH:6]=[CH:5][CH:4]=[CH:3][CH:2]=1.Cl[C:20]1[N:28]=[CH:27][N:26]=[C:25]2[C:21]=1[N:22]=[CH:23][NH:24]2.C(O)CCC>CO.C(Cl)(Cl)Cl>[C:1]1([N:7]2[C:11]3[CH:12]=[CH:13][CH:14]=[CH:15][C:10]=3[N:9]=[C:8]2[CH:16]([NH:18][C:20]2[N:28]=[CH:27][N:26]=[C:25]3[C:21]=2[N:22]=[CH:23][NH:24]3)[CH3:17])[CH:2]=[CH:3][CH:4]=[CH:5][CH:6]=1 |f:3.4|. Reported procedure: 1-(1-Phenyl-1H-benzoimidazol-2-yl)ethylamine from Example 4 (211 mg, 0.89 mmol) and 6-chloro-9H-purine (137 mg, 0.89 mmol) was placed in a sealed tube with n-butanol (1.7 mL) and the solution was heated to 120° C. for 48 h. The cooled suspension was diluted with MeOH/CHCl3 and the resulting solution was loaded onto an Isolute® SCX-2 cartridge. The cartridge was washed with MeOH and the product eluted with 2M NH3/MeOH. The product was further purified by column chromatography (Si—PCC, gradient 0-... The reactants are N1CCCCC1 (piperidine), FC=1C=C(C=O)C=CC1 (3-fluorobenzaldehyde), C(CC#N)#N (malononitrile), OC1=C2C=CN(C2=CC=C1)C (4-hydroxy-1-methyl-indole). Solvent: C(C)O (ethanol). Conditions: time 8 hour. The product is NC=1OC2=C3C(=CC=C2C(C1C#N)C1=CC(=CC=C1)F)N(C=C3)C (2-Amino-3-cyano-4-(3-fluorophenyl)-7-methyl-4H-pyrrolo[2,3-h]chromene). Isolated yield 30.5%. RXN SMILES: [F:1][C:2]1[CH:3]=[C:4]([CH:7]=[CH:8][CH:9]=1)[CH:5]=O.[C:10](#[N:14])[CH2:11][C:12]#[N:13].[OH:15][C:16]1[CH:24]=[CH:23][CH:22]=[C:21]2[C:17]=1[CH:18]=[CH:19][N:20]2[CH3:25].N1CCCCC1>C(O)C>[NH2:13][C:12]1[O:15][C:16]2[C:24]([CH:5]([C:4]3[CH:7]=[CH:8][CH:9]=[C:2]([F:1])[CH:3]=3)[C:11]=1[C:10]#[N:14])=[CH:23][CH:22]=[C:21]1[N:20]([CH3:25])[CH:19]=[CH:18][C:17]=21. Reported procedure: To a mixture of 3-fluorobenzaldehyde (46 mg, 0.37 mmol) and malononitrile (25 mg, 0.37 mmol) in ethanol (1 mL) was added 4-hydroxy-1-methyl-indole (55 mg, 0.37 mmol) followed by piperidine (0.02 mL, 0.19 mmol, 0.5 eq.). Reaction mixture was stirred at room temperature overnight. The desired compound precipitated and was collected, washed with ethanol and dried, yielding 36 mg of a yellow solid. 1H NMR (CDCl3): 7.28-7.23 (m, 1H), 7.05-7.01 (m, 3H), 6.92-6.86 (m, 2H), 6.74 (d, J=8.4 Hz, 1H), 6.56 ... Reactants: CCOC(C)=O, CCOC(=O)CCc1ccc(C2COc3c(C)c(C)c(NC(=O)CC(C)(C)C)c(C)c32)cc1, CCCCCC. The product is Cc1c(C)c2c(c(C)c1NC(=O)CC(C)(C)C)C(c1ccc(CCCO)cc1)CO2. As a reaction SMILES: [C:40]([O:41][CH2:42][CH3:43])(=[O:44])[CH3:45].[CH3:1][C:2]([CH2:3][C:4](=[O:5])[NH:6][c:7]1[c:8]([CH3:31])[c:9]([CH3:30])[c:10]2[c:11]([c:28]1[CH3:29])[CH:12]([c:15]1[cH:16][cH:17][c:18]([CH2:21][CH2:22][C:23](=[O:24])[O:25][CH2:26][CH3:27])[cH:19][cH:20]1)[CH2:13][O:14]2)([CH3:32])[CH3:33].[CH3:34][CH2:35][CH2:36][CH2:37][CH2:38][CH3:39]>>[CH3:1][C:2]([CH2:3][C:4](=[O:5])[NH:6][c:7]1[c:8]([CH3:31])[c:9]([CH3:30])[c:10]2[c:11]([c:28]1[CH3:29])[CH:12]([c:15]1[cH:16][cH:17][c:18]([CH2:21][CH2:22][CH2:23][OH:24])[cH:19][cH:20]1)[CH2:13][O:14]2)([CH3:32])[CH3:33]. Reactants: NC1=CC=C(C(=O)OC)C=C1 (methyl 4-aminobenzoate), CN=C=O (methyl isocyanate), CN=C=O (methyl isocyanate). Solvent: C1(=CC=CC=C1)C (toluene). Run at temperature 0 celsius, time 2 hour. Product: CNC(=O)NC1=CC=C(C(=O)OC)C=C1 (methyl 4-(N-methylaminocarbonyl)aminobenzoate). Yield: 84.9%. Reaction SMILES: [NH2:1][C:2]1[CH:11]=[CH:10][C:5]([C:6]([O:8][CH3:9])=[O:7])=[CH:4][CH:3]=1.[CH3:12][N:13]=[C:14]=[O:15]>C1(C)C=CC=CC=1>[CH3:12][NH:13][C:14]([NH:1][C:2]1[CH:3]=[CH:4][C:5]([C:6]([O:8][CH3:9])=[O:7])=[CH:10][CH:11]=1)=[O:15]. Procedure: A solution of methyl 4-aminobenzoate (15 g, 99 mmol), and methyl isocyanate (11.8 mL, 200 mmol) in toluene (400 mL) was heated at 100° C. under N2 for 3 hours during which time a precipitate formed slowly. Additional methyl isocyanate (11.8 mL, 200 mmol) was added and heating was continued for 2 hours. The reaction mixture was cooled to 0° C. and filtered. The precipitate was washed with ether and vacuum-dried to give methyl 4-(N-methylaminocarbonyl)aminobenzoate as a colorless solid (17.5 g, 85...